Dataset: the Open Reaction Database (ORD), a public repository of structured organic reaction records. Task: describe an organic reaction: reactants, conditions, products, and yield The reactants are OCCCN1CC(C(CC1)(C1=CC=CC=C1)O)C(C1=CC=CC=C1)=O (1-(3-hydroxypropyl)-3-benzoyl-4-hydroxy-4-phenylpiperidine), [Cl-].[Al+3].[Cl-].[Cl-] (aluminum chloride). The solvent is C1=CC=CC=C1 (benzene). Yields the product OCCCN1CCC(CC1)(C1=CC=CC=C1)C1=CC=CC=C1 (1-(3-hydroxypropyl)-4,4-diphenylpiperidine). As a reaction SMILES: [OH:1][CH2:2][CH2:3][CH2:4][N:5]1[CH2:10][CH2:9][C:8](O)([C:11]2[CH:16]=[CH:15][CH:14]=[CH:13][CH:12]=2)[CH:7](C(=O)C2C=CC=CC=2)[CH2:6]1.[Cl-].[Al+3].[Cl-].[Cl-]>C1C=CC=CC=1>[OH:1][CH2:2][CH2:3][CH2:4][N:5]1[CH2:10][CH2:9][C:8]([C:11]2[CH:16]=[CH:15][CH:14]=[CH:13][CH:12]=2)([C:11]2[CH:16]=[CH:15][CH:14]=[CH:13][CH:12]=2)[CH2:7][CH2:6]1 |f:1.2.3.4|. Reported procedure: When proceeding as described in Example 2, but replacing 1-methyl-3-benzoyl-4-hydroxy-4-phenylpiperidine (used as starting material in said example) by 1-(3-hydroxypropyl)-3-benzoyl-4-hydroxy-4-phenylpiperidine and reacting 80 g. thereof with benzene in the presence of aluminum chloride, 50 g. of 1-(3-hydroxypropyl)-4,4-diphenylpiperidine are obtained. The boiling point of said crude base is from 173° to 182° C./0.01 mm. Hg. Its hydrochloride has a melting point of 233° to 234.5° C. The product is C[C@@H]1CN(CCN1C=1C2=C(N=C(N1)C1=C3C(=CNC3=CC=C1)C)CCN(C2)C2=C(C=CC(=C2)C2(COC2)C)C)C(C)=O ((R)-1-(3-methyl-4-(2-(3-methyl-1H-indol-4-yl)-6-(2-methyl-5-(3-methyloxetan-3-yl)phenyl)-5,6,7,8-tetrahydropyrido[4,3-d]pyrimidin-4-yl)piperazin-1-yl)ethanone). RXN SMILES: [CH3:1][C@H:2]1[N:7]([C:8]2[C:9]3[CH2:37][N:36]([C:38]4[CH:43]=[C:42]([C:44]5([CH3:48])[CH2:47][O:46][CH2:45]5)[CH:41]=[CH:40][C:39]=4[CH3:49])[CH2:35][CH2:34][C:10]=3[N:11]=[C:12]([C:14]3[CH:22]=[CH:21][CH:20]=[C:19]4[C:15]=3[C:16]([CH3:33])=[CH:17][N:18]4S(C3C=CC(C)=CC=3)(=O)=O)[N:13]=2)[CH2:6][CH2:5][N:4]([C:50](=[O:52])[CH3:51])[CH2:3]1.[OH-].[NH4+].[OH-].[K+]>CCO>[CH3:1][C@H:2]1[N:7]([C:8]2[C:9]3[CH2:37][N:36]([C:38]4[CH:43]=[C:42]([C:44]5([CH3:48])[CH2:45][O:46][CH2:47]5)[CH:41]=[CH:40][C:39]=4[CH3:49])[CH2:35][CH2:34][C:10]=3[N:11]=[C:12]([C:14]3[CH:22]=[CH:21][CH:20]=[C:19]4[C:15]=3[C:16]([CH3:33])=[CH:17][NH:18]4)[N:13]=2)[CH2:6][CH2:5][N:4]([C:50](=[O:52])[CH3:51])[CH2:3]1 |f:1.2,3.4|. Reaction conditions: temperature 100 celsius. The solvent is CCO (EtOH). Procedure details: A mixture of (R)-1-(3-methyl-4-(2-(3-methyl-1-tosyl-1H-indol-4-yl)-6-(2-methyl-5-(3-methyloxetan-3-yl)phenyl)-5,6,7,8-tetrahydropyrido[4,3-d]pyrimidin-4-yl)piperazin-1-yl)ethanone (0.104 g, 0.145 mmol), 30% ammonium hydroxide (0.854 mL, 21.70 mmol) and KOH (0.073 g, 1.302 mmol) in EtOH (4 mL) was heated in a microwave reactor at 100° C. for 30 min. The mixture was concentrated and partially purified by FCC (0-6% MeOH in DCM). Further purification with HPLC (C18, 15-85% CH3CN in H2O with 0.1% NH4... Reactants: C[C@@H]1CN(CCN1C=1C2=C(N=C(N1)C1=C3C(=CN(C3=CC=C1)S(=O)(=O)C1=CC=C(C)C=C1)C)CCN(C2)C2=C(C=CC(=C2)C2(COC2)C)C)C(C)=O ((R)-1-(3-methyl-4-(2-(3-methyl-1-tosyl-1H-indol-4-yl)-6-(2-methyl-5-(3-methyloxetan-3-yl)phenyl)-5,6,7,8-tetrahydropyrido[4,3-d]pyrimidin-4-yl)piperazin-1-yl)ethanone), [OH-].[NH4+] (ammonium hydroxide), [OH-].[K+] (KOH). The reactants are OC1=C2C=C(NC2=CC=C1)C (4-hydroxy-2-methylindole), C(C1=CC=CC=C1)OC(CBr)=O (bromo-acetic acid benzyl ester), C([O-])([O-])=O.[K+].[K+] (potassium carbonate). Run in CC(=O)C (acetone). Yields the product C(C1=CC=CC=C1)OC(COC1=C2C=C(NC2=CC=C1)C)=O ((2-Methyl-1H-indol-4-yloxy)-acetic acid benzyl ester). As a reaction SMILES: [OH:1][C:2]1[CH:10]=[CH:9][CH:8]=[C:7]2[C:3]=1[CH:4]=[C:5]([CH3:11])[NH:6]2.[CH2:12]([O:19][C:20](=[O:23])[CH2:21]Br)[C:13]1[CH:18]=[CH:17][CH:16]=[CH:15][CH:14]=1.C(=O)([O-])[O-].[K+].[K+]>CC(C)=O>[CH2:12]([O:19][C:20](=[O:23])[CH2:21][O:1][C:2]1[CH:10]=[CH:9][CH:8]=[C:7]2[C:3]=1[CH:4]=[C:5]([CH3:11])[NH:6]2)[C:13]1[CH:18]=[CH:17][CH:16]=[CH:15][CH:14]=1 |f:2.3.4|. Procedure details: A mixture of 4-hydroxy-2-methylindole (3.0 g, 0.02 mole), bromo-acetic acid benzyl ester (4.6 g, 0.02 mole), potassium carbonate (2.8 g, 0.02 mole) in acetone was refluxed for 48 h. The reaction mixture was filtered and the filtrate was concentrated. The residue was purified by column chromatography (10:1 Hex:EtOAc) to afford intermediate (2). Yield: 3.5 g, 58%. The reactants are S(=O)(Cl)Cl (thionyl chloride), FC1=C(C=CC=C1)C1=NC2=CC=CC=C2C(N1)=O (2-(2-Fluoro-phenyl)-3H-quinazolin-4-one), CN(C=O)C (N,N-dimethylformamide). The solvent is C(Cl)(Cl)Cl (chloroform). Reaction conditions: temperature 0 celsius. Yields the product ClC1=NC(=NC2=CC=CC=C12)C1=C(C=CC=C1)F (4-Chloro-2-(2-fluoro-phenyl)-quinazoline). Yield: 73.0%. RXN SMILES: [F:1][C:2]1[CH:7]=[CH:6][CH:5]=[CH:4][C:3]=1[C:8]1[NH:17][C:16](=O)[C:15]2[C:10](=[CH:11][CH:12]=[CH:13][CH:14]=2)[N:9]=1.S(Cl)([Cl:21])=O.CN(C)C=O>C(Cl)(Cl)Cl>[Cl:21][C:16]1[C:15]2[C:10](=[CH:11][CH:12]=[CH:13][CH:14]=2)[N:9]=[C:8]([C:3]2[CH:4]=[CH:5][CH:6]=[CH:7][C:2]=2[F:1])[N:17]=1. Procedure: 2-(2-Fluoro-phenyl)-3H-quinazolin-4-one from Step B (0.86 g, 3.5 mmol) was suspended in chloroform in a 50 ml round bottomed flask equipped with magnetic stirrer. The flask was cooled to 0° C. and to it was added thionyl chloride (1.2 ml) drop wise followed by N,N-dimethylformamide (0.01 ml) and the mixture heated to 80° C. for 4 hrs. The solvent was removed by evaporation in a rotary evaporator to leave a title compound as a solid (0.68 g, 73%). MS (ES) 259.1 (M+H)+ Starting materials: FC(C(=O)O)(F)F.CN[C@@H](C(C)C)C(=O)N[C@@H](C(C)C)C(=O)N(C)[C@H]([C@@H](CC(=O)N1[C@@H](CCC1)[C@@H]([C@H](C(=O)N[C@@H](CC1=CC=CC=C1)\C=C\C1=CC=C(C=C1)C(=O)OC)C)OC)OC)[C@H](CC)C (N-methyl-L-valyl-N-[(3R,4S,5S)-3-methoxy-1-{(2S)-2-[(1R,2R)-1-methoxy-3-{[(2S,3E)-4-[4-(methoxycarbonyl)phenyl]-1-phenylbut-3-en-2-yl}amino)-2-methyl-3-oxopropyl]pyrrolidin-1-yl}-5-methyl-1-oxoheptan-4-yl]-N-methyl-L-valinamide trifluoroacetic acid salt), O=CCCC(=O)O (4-oxobutanoic acid), C(#N)[BH3-].[Na+] (sodium cyanoborohydride), FC(C(=O)O)(F)F.CN[C@@H](C(C)C)C(=O)N[C@@H](C(C)C)C(=O)N(C)[C@H]([C@@H](CC(=O)N1[C@@H](CCC1)[C@@H]([C@H](C(=O)N[C@@H](CC1=CC=CC=C1)\C=C\C1=CC=C(C=C1)C(=O)OC)C)OC)OC)[C@H](CC)C (N-methyl-L-valyl-N-[(3R,4S,5S)-3-methoxy-1-{(2S)-2-[(1R,2R)-1-methoxy-3-{[(2S,3E)-4-[4-(methoxycarbonyl)phenyl]-1-phenylbut-3-en-2-yl}amino)-2-methyl-3-oxopropyl]pyrrolidin-1-yl}-5-methyl-1-oxoheptan-4-yl]-N-methyl-L-valinamide trifluoroacetic acid salt), aqueous solution. The product is C(=O)(O)CCCN([C@@H](C(C)C)C(=O)N[C@@H](C(C)C)C(=O)N(C)[C@H]([C@@H](CC(=O)N1[C@@H](CCC1)[C@@H]([C@H](C(=O)N[C@@H](CC1=CC=CC=C1)\C=C\C1=CC=C(C=C1)C(=O)OC)C)OC)OC)[C@H](CC)C)C (N-(3-Carboxypropyl)-N-methyl-L-valyl-N-[(3R,4S,5S)-3-methoxy-1-{(2S)-2-[(1R,2R)-1-methoxy-3-({(2S,3E)-4-[4-(methoxycarbonyl)phenyl]-1-phenylbut-3-en-2-yl}amino)-2-methyl-3-oxopropyl]pyrrolidin-1-yl}-5-methyl-1-oxoheptan-4-yl]-N-methyl-L-valinamide). RXN SMILES: FC(F)(F)C(O)=O.[CH3:8][NH:9][C@H:10]([C:14]([NH:16][C@H:17]([C:21]([N:23]([C@@H:25]([C@@H:65]([CH3:68])[CH2:66][CH3:67])[C@H:26]([O:63][CH3:64])[CH2:27][C:28]([N:30]1[CH2:34][CH2:33][CH2:32][C@H:31]1[C@H:35]([O:61][CH3:62])[C@@H:36]([CH3:60])[C:37]([NH:39][C@H:40](/[CH:48]=[CH:49]/[C:50]1[CH:55]=[CH:54][C:53]([C:56]([O:58][CH3:59])=[O:57])=[CH:52][CH:51]=1)[CH2:41][C:42]1[CH:47]=[CH:46][CH:45]=[CH:44][CH:43]=1)=[O:38])=[O:29])[CH3:24])=[O:22])[CH:18]([CH3:20])[CH3:19])=[O:15])[CH:11]([CH3:13])[CH3:12].O=[CH:70][CH2:71][CH2:72][C:73]([OH:75])=[O:74].C([BH3-])#N.[Na+]>>[C:73]([CH2:72][CH2:71][CH2:70][N:9]([CH3:8])[C@H:10]([C:14]([NH:16][C@H:17]([C:21]([N:23]([C@@H:25]([C@@H:65]([CH3:68])[CH2:66][CH3:67])[C@H:26]([O:63][CH3:64])[CH2:27][C:28]([N:30]1[CH2:34][CH2:33][CH2:32][C@H:31]1[C@H:35]([O:61][CH3:62])[C@@H:36]([CH3:60])[C:37]([NH:39][C@H:40](/[CH:48]=[CH:49]/[C:50]1[CH:51]=[CH:52][C:53]([C:56]([O:58][CH3:59])=[O:57])=[CH:54][CH:55]=1)[CH2:41][C:42]1[CH:43]=[CH:44][CH:45]=[CH:46][CH:47]=1)=[O:38])=[O:29])[CH3:24])=[O:22])[CH:18]([CH3:20])[CH3:19])=[O:15])[CH:11]([CH3:13])[CH3:12])([OH:75])=[O:74] |f:0.1,3.4|. Reported procedure: The title compound was synthesized by analogy with the synthesis process of Example 1 by reacting 45 mg (47 μmol) N-methyl-L-valyl-N-[(3R,4S,5S)-3-methoxy-1-{(2S)-2-[(1R,2R)-1-methoxy-3-{[(2S,3E)-4-[4-(methoxycarbonyl)phenyl]-1-phenylbut-3-en-2-yl}amino)-2-methyl-3-oxopropyl]pyrrolidin-1-yl}-5-methyl-1-oxoheptan-4-yl]-N-methyl-L-valinamide trifluoroacetic acid salt (intermediate 23) with a 15% aqueous solution of 4-oxobutanoic acid in the presence of sodium cyanoborohydride. Starting materials: [Br-], CC12CCC3C(C=CC4=CC(=O)CCC43C)C1CCC2=O, C[Mg+], [Cl-]. Product: CC1CC2=CC(=O)CCC2(C)C2CCC3(C)C(=O)CCC3C12. Reaction SMILES: [Br-:22].[CH3:1][C:2]12[C:3](=[O:21])[CH2:4][CH2:5][CH:6]1[CH:7]1[CH:8]=[CH:9][C:10]3=[CH:11][C:12](=[O:20])[CH2:13][CH2:14][C:15]3([CH3:16])[CH:17]1[CH2:18][CH2:19]2.[CH3:23][Mg+:24].[Cl-:25]>>[CH3:1][C:2]12[C:3](=[O:21])[CH2:4][CH2:5][CH:6]1[CH:7]1[CH:8]([CH3:23])[CH2:9][C:10]3=[CH:11][C:12](=[O:20])[CH2:13][CH2:14][C:15]3([CH3:16])[CH:17]1[CH2:18][CH2:19]2.